From a dataset of the Open Reaction Database (ORD), a public repository of structured organic reaction records. describe an organic reaction: reactants, conditions, products, and yield The reactants are CS(=O)(=O)c1nccc(-n2cnc3ccccc32)n1, CC(C)(C)CN. Yields the product CC(C)(C)CNc1nccc(-n2cnc3ccccc32)n1. As a reaction SMILES: [CH3:1][S:2](=[O:3])(=[O:4])[c:5]1[n:6][cH:7][cH:8][c:9](-[n:11]2[cH:12][n:13][c:14]3[c:15]2[cH:16][cH:17][cH:18][cH:19]3)[n:10]1.[CH3:20][C:21]([CH2:22][NH2:23])([CH3:24])[CH3:25]>>[c:5]1([NH:23][CH2:22][C:21]([CH3:20])([CH3:24])[CH3:25])[n:6][cH:7][cH:8][c:9](-[n:11]2[cH:12][n:13][c:14]3[c:15]2[cH:16][cH:17][cH:18][cH:19]3)[n:10]1. Starting materials: C(=O)(OC)CCC(=O)Cl (3-carbomethoxypropionyl chloride), [Cl-].[Al+3].[Cl-].[Cl-] (aluminum chloride), FC1=C(C=CC=C1)C1=CC=CC=C1 (2-fluoro-biphenyl). The solvent is ClCCl (dichloromethane). Product: FC1=C(C=CC=C1)C1=CC=C(C=C1)C(CCC(=O)OC)=O (4-(2′-Fluoro-biphenyl-4-yl)-4-oxo-butyric acid, methyl ester). Reaction SMILES: [F:1][C:2]1[CH:7]=[CH:6][CH:5]=[CH:4][C:3]=1[C:8]1[CH:13]=[CH:12][CH:11]=[CH:10][CH:9]=1.[C:14]([CH2:18][CH2:19][C:20](Cl)=[O:21])([O:16][CH3:17])=[O:15].[Cl-].[Al+3].[Cl-].[Cl-]>ClCCl>[F:1][C:2]1[CH:7]=[CH:6][CH:5]=[CH:4][C:3]=1[C:8]1[CH:9]=[CH:10][C:11]([C:20](=[O:21])[CH2:19][CH2:18][C:14]([O:16][CH3:17])=[O:15])=[CH:12][CH:13]=1 |f:2.3.4.5|. Procedure: In a manner similar to Example 2, Step (a), 2-fluoro-biphenyl (6.284 g, 0.0365 mol) was allowed to react with 3-carbomethoxypropionyl chloride (4.95 mL, 0.0402 mol) in the presence of anhydrous aluminum chloride (10.7 g, 0.0802 mol) in dichloromethane to give, after chromatography on silica gel (456 g, 230-400 mesh), eluting with chloroform (15×450 mL), 7.36 g of 4-(2′-fluoro-biphenyl-4-yl)-4-oxo-butyric acid, methyl ester as a pale yellow solid: mp 75.5-77.5° C. Reactants: CN(C=O)C (Dimethylformamide), CC1=C(C=CC(=C1C)OC1=CC=NC2=CC(=C(C=C12)C#N)O)NC(=O)NC1CC1 (N-(2,3-dimethyl-4-(6-cyano-7-hydroxy-quinolin-4-yloxy)-phenyl)-N′-cyclopropylurea), CC1=CC=C(C=C1)S(=O)(=O)OC[C@H]2CO2 ((2R)-(−)-glycidyl p-toluenesulfonate), C([O-])([O-])=O.[K+].[K+] (potassium carbonate). Run in C(C)(=O)OCC (ethyl acetate), O (Water). Conditions: temperature 50 celsius. Product: C(#N)C=1C=C2C(=CC=NC2=CC1OC[C@@H]1OC1)OC1=C(C(=C(C=C1)NC(=O)NC1CC1)C)C (N-(4-(6-Cyano-7-((2R)-oxiran-2-yl)methoxyquinolin-4-yloxy)-2,3-dimethylphenyl)-N′-cyclopropylurea). The yield is 49.6%. Reaction SMILES: CN(C)C=O.[CH3:6][C:7]1[C:12]([CH3:13])=[C:11]([O:14][C:15]2[C:24]3[C:19](=[CH:20][C:21]([OH:27])=[C:22]([C:25]#[N:26])[CH:23]=3)[N:18]=[CH:17][CH:16]=2)[CH:10]=[CH:9][C:8]=1[NH:28][C:29]([NH:31][CH:32]1[CH2:34][CH2:33]1)=[O:30].CC1C=CC(S(O[CH2:46][C@@H:47]2[O:49][CH2:48]2)(=O)=O)=CC=1.C(=O)([O-])[O-].[K+].[K+]>C(OCC)(=O)C.O>[C:25]([C:22]1[CH:23]=[C:24]2[C:19](=[CH:20][C:21]=1[O:27][CH2:46][C@H:47]1[CH2:48][O:49]1)[N:18]=[CH:17][CH:16]=[C:15]2[O:14][C:11]1[CH:10]=[CH:9][C:8]([NH:28][C:29]([NH:31][CH:32]2[CH2:33][CH2:34]2)=[O:30])=[C:7]([CH3:6])[C:12]=1[CH3:13])#[N:26] |f:3.4.5|. Reported procedure: Dimethylformamide (4 ml) was added to N-(2,3-dimethyl-4-(6-cyano-7-hydroxy-quinolin-4-yloxy)-phenyl)-N′-cyclopropylurea (476 mg), and then (2R)-(−)-glycidyl p-toluenesulfonate (365 mg) and potassium carbonate (340 mg) were further added and the mixture was heated at 50° C. for 4 hours. Water was added to the reaction solution, extraction was performed with ethyl acetate, the organic layer was washed with water and saturated brine in that order and dried over anhydrous sodium sulfate, and the sol... Starting materials: C(C1=CC=CC=C1)OC=1C=C(C=CC1)C1=CC(=NN1C1=CC(=CC=C1)Cl)C(=O)OCC (Ethyl 5-[3-(benzyloxy)phenyl]-1-(3-chlorophenyl)-1H-pyrazole-3-carboxylate), ClC=1C=C(C=CC1F)N1N=C(C=C1C1=CC(=CC(=C1)F)Cl)C(=O)O (1-(3-Chloro-4-fluorophenyl)-5-(3-chloro-5-fluorophenyl)-1H-pyrazole-3-carboxylic acid). Product: C(C1=CC=CC=C1)OC=1C=C(C=CC1)C1=CC(=NN1C1=CC(=CC=C1)Cl)C(=O)O (5-[3-(Benzyloxy)phenyl]-1-(3-chlorophenyl)-1H-pyrazole-3-carboxylic acid). As a reaction SMILES: [CH2:1]([O:8][C:9]1[CH:10]=[C:11]([C:15]2[N:19]([C:20]3[CH:25]=[CH:24][CH:23]=[C:22]([Cl:26])[CH:21]=3)[N:18]=[C:17]([C:27]([O:29]CC)=[O:28])[CH:16]=2)[CH:12]=[CH:13][CH:14]=1)[C:2]1[CH:7]=[CH:6][CH:5]=[CH:4][CH:3]=1.ClC1C=C(N2C(C3C=C(F)C=C(Cl)C=3)=CC(C(O)=O)=N2)C=CC=1F>>[CH2:1]([O:8][C:9]1[CH:10]=[C:11]([C:15]2[N:19]([C:20]3[CH:25]=[CH:24][CH:23]=[C:22]([Cl:26])[CH:21]=3)[N:18]=[C:17]([C:27]([OH:29])=[O:28])[CH:16]=2)[CH:12]=[CH:13][CH:14]=1)[C:2]1[CH:7]=[CH:6][CH:5]=[CH:4][CH:3]=1. Procedure details: The preparation of the title compound takes place starting from the compound of Example 43A in analogy to the synthesis of the compound of Example 71A. 60.0 g (85% of theory) of the title compound are obtained. The reactants are C(C1=CC=CC=C1)OC1=CC(N(C=C1)CC(=O)C1=C(C=C(C=C1)CBr)C)=O (4-Benzyloxy-1-[2-(4-bromomethyl-2-methyl-phenyl)-2-oxo-ethyl]-1H-pyridin-2-one), FC=1C=CC(=NC1)COC1=CC(N(C=C1)CC(=O)C1=C(C=C(C=C1)CO)C)=O (4-(5-Fluoro-pyridin-2-ylmethoxy)-1-[2-(4-hydroxymethyl-2-methyl-phenyl)-2-oxo-ethyl]-1H-pyridin-2-one), C(C1=CC=CC=C1)OC1=CC(N(C=C1)CC(=O)C1=C(C=C(C=C1)CO)C)=O (4-Benzyloxy-1-[2-(4-hydroxymethyl-2-methyl-phenyl)-2-oxo-ethyl]-1H-pyridin-2-one). Yields the product BrCC1=CC(=C(C=C1)C(CN1C(C=C(C=C1)OCC1=NC=C(C=C1)F)=O)=O)C (1-[2-(4-Bromomethyl-2-methyl-phenyl)-2-oxo-ethyl]-4-(5-fluoro-pyridin-2-ylmethoxy)-1H-pyridin-2-one). Yield: 93.0%. As a reaction SMILES: C(OC1C=CN(CC(C2C=CC(C[Br:25])=CC=2C)=O)C(=O)C=1)C1C=CC=CC=1.[F:28][C:29]1[CH:30]=[CH:31][C:32]([CH2:35][O:36][C:37]2[CH:42]=[CH:41][N:40]([CH2:43][C:44]([C:46]3[CH:51]=[CH:50][C:49]([CH2:52]O)=[CH:48][C:47]=3[CH3:54])=[O:45])[C:39](=[O:55])[CH:38]=2)=[N:33][CH:34]=1.C(OC1C=CN(CC(C2C=CC(CO)=CC=2C)=O)C(=O)C=1)C1C=CC=CC=1>>[Br:25][CH2:52][C:49]1[CH:50]=[CH:51][C:46]([C:44](=[O:45])[CH2:43][N:40]2[CH:41]=[CH:42][C:37]([O:36][CH2:35][C:32]3[CH:31]=[CH:30][C:29]([F:28])=[CH:34][N:33]=3)=[CH:38][C:39]2=[O:55])=[C:47]([CH3:54])[CH:48]=1. Reported procedure: 1-[2-(4-Bromomethyl-2-methyl-phenyl)-2-oxo-ethyl]-4-(5-fluoro-pyridin-2-ylmethoxy)-1H-pyridin-2-one is prepared following preparation 1d employing 4-(5-fluoro-pyridin-2-ylmethoxy)-1-[2-(4-hydroxymethyl-2-methyl-phenyl)-2-oxo-ethyl]-1H-pyridin-2-one (preparation 2a) instead of preparation 1c. The reactants are C(C1=CC=CC=C1)N([C@H](C=O)CC1=CC=CC=C1)CC1=CC=CC=C1 ((S)-2-dibenzylamino-3-phenylpropionaldehyde), products, C=CCOC(C1CC2CC[N+]1(CC2C=C)CC3=C4C=CC=CC4=CC5=CC=CC=C53)C6=CC=NC7=CC=CC=C67.[Br-] (O-allyl-N-(9-anthracenylmethyl)-cinchonidinium bromide), [F-].[K+] (potassium fluoride), [N+](=O)([O-])CCCC=C (5-nitropent-1-ene). Run in C1CCOC1 (THF). Conditions: temperature -10 celsius. Product: C(C1=CC=CC=C1)N([C@@H](CC1=CC=CC=C1)[C@@H](C(CCC=C)[N+](=O)[O-])O)CC1=CC=CC=C1 ((2S,3 S)-2-Dibenzylamino-4-nitro-1-phenyl-oct-7-en-3-ol). RXN SMILES: C=CCOC(C1C2C(=CC=CC=2)N=CC=1)C1[N+]2(CC3C4C(=CC=CC=4)C=C4C=3C=CC=C4)CC(C=C)C(CC2)C1.[Br-].[F-].[K+].[N+:44]([CH2:47][CH2:48][CH2:49][CH:50]=[CH2:51])([O-:46])=[O:45].[CH2:52]([N:59]([CH2:70][C:71]1[CH:76]=[CH:75][CH:74]=[CH:73][CH:72]=1)[C@@H:60]([CH2:63][C:64]1[CH:69]=[CH:68][CH:67]=[CH:66][CH:65]=1)[CH:61]=[O:62])[C:53]1[CH:58]=[CH:57][CH:56]=[CH:55][CH:54]=1>C1COCC1>[CH2:70]([N:59]([CH2:52][C:53]1[CH:54]=[CH:55][CH:56]=[CH:57][CH:58]=1)[C@H:60]([C@H:61]([OH:62])[CH:47]([N+:44]([O-:46])=[O:45])[CH2:48][CH2:49][CH:50]=[CH2:51])[CH2:63][C:64]1[CH:65]=[CH:66][CH:67]=[CH:68][CH:69]=1)[C:71]1[CH:72]=[CH:73][CH:74]=[CH:75][CH:76]=1 |f:0.1,2.3|. Procedure: Cool to −10° C. a well stirred mixture of O-allyl-N-(9-anthracenylmethyl)-cinchonidinium bromide (0.480 g, 0.8 mmol), potassium fluoride (3 gr, 51 mmol), THF (150 mL) and 5-nitropent-1-ene (2.34 g, 20 mmol) and treat with a solution of (S)-2-dibenzylamino-3-phenylpropionaldehyde (2.640 gr, 8 mmol). Allow mixture to warn to room temperature and stir for two days. Concentrate under reduced pressure. Purify on silica gel with hexane/ethyl ether mixtures to give a mixture of two products (2.7 g, 75%... Reactants: CCOC(=O)C=C(C)C=CC=C(C)CO, CCCCCC, O, BrP(Br)Br, c1ccncc1. The product is CCOC(=O)C=C(C)C=CC=C(C)CBr. Reaction SMILES: [CH2:1]([CH3:2])[O:3][C:4]([CH:5]=[C:6]([CH:7]=[CH:8][CH:9]=[C:10]([CH2:11][OH:12])[CH3:13])[CH3:14])=[O:15].[CH3:26][CH2:27][CH2:28][CH2:29][CH2:30][CH3:31].[OH2:32].[P:22]([Br:23])([Br:24])[Br:25].[cH:16]1[cH:17][cH:18][n:19][cH:20][cH:21]1>>[CH2:1]([CH3:2])[O:3][C:4]([CH:5]=[C:6]([CH:7]=[CH:8][CH:9]=[C:10]([CH2:11][Br:23])[CH3:13])[CH3:14])=[O:15]. Starting materials: Cl.NC1=NC=CC(=C1)CN1C(N(C(C1(C)C)=O)C1=CC=C(C=C1)C(C)(C)C)=O (1-[(2-aminopyridin-4-yl)methyl]-3-(4-tert-butylphenyl)-5,5-dimethylimidazolidine-2,4-dione hydrochloride), ClC1=NC=CC=C1I (2-chloro-3-iodopyridine), C([O-])([O-])=O.[Cs+].[Cs+] (caesium carbonate), CC1(C2=CC=C(C=C2OC=2C=C(C=CC12)P(C1=CC=CC=C1)C1=CC=CC=C1)P(C1=CC=CC=C1)C1=CC=CC=C1)C ((9,9-dimethyl-9H-xanthene-3,6-diyl)bis(diphenylphosphine)). Reagents/catalysts: C(C)(=O)[O-].C(C)(=O)[O-].[Pd+2] (palladium diacetate). The solvent is O1CCOCC1 (dioxane). Reaction conditions: temperature 90 celsius. The product is C(C)(C)(C)C1=CC=C(C=C1)N1C(N(C(C1=O)(C)C)CC1=CC(=NC=C1)NC=1C(=NC=CC1)Cl)=O (3-(4-tert-butylphenyl)-1-({2-[(2-chloropyridin-3-yl)amino]pyridin-4-yl}methyl)-5,5-dimethylimidazolidine-2,4-dione). As a reaction SMILES: Cl.[NH2:2][C:3]1[CH:8]=[C:7]([CH2:9][N:10]2[C:14]([CH3:16])([CH3:15])[C:13](=[O:17])[N:12]([C:18]3[CH:23]=[CH:22][C:21]([C:24]([CH3:27])([CH3:26])[CH3:25])=[CH:20][CH:19]=3)[C:11]2=[O:28])[CH:6]=[CH:5][N:4]=1.[Cl:29][C:30]1[C:35](I)=[CH:34][CH:33]=[CH:32][N:31]=1.C(=O)([O-])[O-].[Cs+].[Cs+].CC1(C)C2C=CC(P(C3C=CC=CC=3)C3C=CC=CC=3)=CC=2OC2C1=CC=C(P(C1C=CC=CC=1)C1C=CC=CC=1)C=2>O1CCOCC1.C([O-])(=O)C.C([O-])(=O)C.[Pd+2]>[C:24]([C:21]1[CH:20]=[CH:19][C:18]([N:12]2[C:13](=[O:17])[C:14]([CH3:16])([CH3:15])[N:10]([CH2:9][C:7]3[CH:6]=[CH:5][N:4]=[C:3]([NH:2][C:35]4[C:30]([Cl:29])=[N:31][CH:32]=[CH:33][CH:34]=4)[CH:8]=3)[C:11]2=[O:28])=[CH:23][CH:22]=1)([CH3:27])([CH3:26])[CH3:25] |f:0.1,3.4.5,8.9.10|. Reported procedure: To a solution of 0.8 g of 1-[(2-aminopyridin-4-yl)methyl]-3-(4-tert-butylphenyl)-5,5-dimethylimidazolidine-2,4-dione hydrochloride obtained in stage c) of Example 7 in 50 mL of dioxane are successively added under argon 0.628 g of 2-chloro-3-iodopyridine, 2.8 g of caesium carbonate, 150 mg of (9,9-dimethyl-9H-xanthene-3,6-diyl)bis(diphenylphosphine) (xantphos) and 49 mg of palladium diacetate. The reaction mixture is heated at 90° C. for 3 hours and then filtered, and the filtrate is concentrate...